Dataset: the Open Reaction Database (ORD), a public repository of structured organic reaction records. Task: describe an organic reaction: reactants, conditions, products, and yield Starting materials: C1=CC2=C(C=CC3=C2C(=C1)C(=O)OC3=O)Cl (4-chloro-1,8-naphthalic anhydride), N1(C=NC=C1)CCCCN (1H-imidazol-1butanamine). The solvent is C(C)O (ethanol). Reaction conditions: time 5 hour. Yields the product Cl.ClC=1C=CC=2C(N(C(C3=CC=CC1C23)=O)CCCCN2C=NC=C2)=O (6-Chloro-2-[4-(1H-imidazol-1-yl)butyl]-1H-benz[de]isoquinoline-1,3(2H)-dione monohydrochloride). Reaction SMILES: [CH:1]1[CH:10]=[C:9]2[C:11]([O:13][C:14](=[O:15])[C:7]3=[C:8]2[C:3](=[C:4]([Cl:16])[CH:5]=[CH:6]3)[CH:2]=1)=O.[N:17]1([CH2:22][CH2:23][CH2:24][CH2:25][NH2:26])[CH:21]=[CH:20][N:19]=[CH:18]1>C(O)C>[ClH:16].[Cl:16][C:4]1[CH:5]=[CH:6][C:7]2[C:14](=[O:15])[N:26]([CH2:25][CH2:24][CH2:23][CH2:22][N:17]3[CH:21]=[CH:20][N:19]=[CH:18]3)[C:11](=[O:13])[C:9]3[C:8]=2[C:3]=1[CH:2]=[CH:1][CH:10]=3 |f:3.4|. Procedure: A mixture of 3.49 g of 4-chloro-1,8-naphthalic anhydride, 50 ml of ethanol and 2.1 g of 1H-imidazol-1butanamine as stirred at room temperature for 5 hours and concentrated. The residue was washed on to a funnel with a little ethanol, washed with ether and dried in vacuo. The solid material, 3.72 g, was mixed with 15 ml of acetic anhydride and 5 ml of acetic acid and heated at 110°-120° C. in an oil bath for 6 hours. The reaction mixture was concentrated and shaken with 20 ml of 1N sodium hydroxi... Starting materials: CCc1ncsc1C(=O)OC, CC(C)(C#N)N=NC(C)(C)C#N, O=C1CCC(=O)N1Br. The product is COC(=O)c1scnc1C(C)Br. Reaction SMILES: [CH2:1]([CH3:2])[c:3]1[n:4][cH:5][s:6][c:7]1[C:8](=[O:9])[O:10][CH3:11].[N:20]#[C:21][C:22]([N:23]=[N:24][C:25]([C:26]#[N:27])([CH3:28])[CH3:29])([CH3:30])[CH3:31].[O:12]=[C:13]1[N:14]([Br:19])[C:15](=[O:16])[CH2:17][CH2:18]1>>[CH:1]([CH3:2])([c:3]1[n:4][cH:5][s:6][c:7]1[C:8](=[O:9])[O:10][CH3:11])[Br:19]. The reactants are [OH-].[Na+] (NaOH), COC(C1=C(C=C(C=C1)NC(=O)[C@H]1[C@@H]([C@@]2([C@@H](N1)CC(C)(C)C)C(NC1=CC(=CC=C12)Cl)=O)C1=C(C(=CC=C1)Cl)F)Cl)=O (rac-2-chloro-4-{[(2′S,3′R,4′S,5′R)-6-chloro-4′-(3-chloro-2-fluoro-phenyl)-2′-(2,2-dimethyl-propyl)-2-oxo-1,2-dihydro-spiro[indole-3,3′-pyrrolidine]-5′-carbonyl]-amino}-benzoic acid methyl ester). The solvent is CO (methanol), O1CCCC1 (tetrahydrofuran). Yields the product ClC1=CC=C2C(=C1)NC(C21C(NC(C1C1=C(C(=CC=C1)Cl)F)C(=O)O)CC(C)(C)C)=O (rac-(2′S,3′R,4′S,5′R)-6-chloro-4′-(3-chloro-2-fluoro-phenyl)-2′-(2,2-dimethyl-propyl)-2-oxo-1,2-dihydro-spiro[indole-3,3′-pyrrolidine]-5′-carboxylic acid). Isolated yield 66.0%. As a reaction SMILES: COC(=O)C1C=CC(N[C:11]([C@@H:13]2[NH:17][C@@H:16]([CH2:18][C:19]([CH3:22])([CH3:21])[CH3:20])[C@:15]3([C:30]4[C:25](=[CH:26][C:27]([Cl:31])=[CH:28][CH:29]=4)[NH:24][C:23]3=[O:32])[C@H:14]2[C:33]2[CH:38]=[CH:37][CH:36]=[C:35]([Cl:39])[C:34]=2[F:40])=[O:12])=CC=1Cl.[OH-:43].[Na+]>CO.O1CCCC1>[Cl:31][C:27]1[CH:26]=[C:25]2[NH:24][C:23](=[O:32])[C:15]3([CH:14]([C:33]4[CH:38]=[CH:37][CH:36]=[C:35]([Cl:39])[C:34]=4[F:40])[CH:13]([C:11]([OH:43])=[O:12])[NH:17][CH:16]3[CH2:18][C:19]([CH3:20])([CH3:22])[CH3:21])[C:30]2=[CH:29][CH:28]=1 |f:1.2|. Procedure details: In a manner similar to the methods described in Example 16 and Example 22, rac-2-chloro-4-{[(2′S,3′R,4′S,5′R)-6-chloro-4′-(3-chloro-2-fluoro-phenyl)-2′-(2,2-dimethyl-propyl)-2-oxo-1,2-dihydro-spiro[indole-3,3′-pyrrolidine]-5′-carbonyl]-amino}-benzoic acid methyl ester prepared in Example 24 (78 mg, 0.12 mmol) was hydrolyzed with aqueous NaOH in methanol and tetrahydrofuran at 78° C. to give rac-(2′S,3′R,4′S,5′R)-6-chloro-4′-(3-chloro-2-fluoro-phenyl)-2′-(2,2-dimethyl-propyl)-2-oxo-1,2-dihydro-sp... Starting materials: ClC1=CC=C(C=C1)C(=O)C1=C(C(=C2C=C(C=CN12)OCC1=NC(=CC=C1)OC)C(C(C)(C)C)=O)CC(C(=O)OCC)(C)C (ethyl 3-{3-[(4-chlorophenyl)carbonyl]-1-(2,2-dimethylpropanoyl)-7-[(6-methoxypyridin-2-yl)methoxy]indolizin-2-yl}-2,2-dimethylpropanoate), CC(=O)O (HOAc). The solvent is C1CCOC1 (THF), [OH-].[Na+] (NaOH). Product: ClC1=CC=C(C=C1)C(=O)C1=C(C(=C2C=C(C=CN12)OCC1=NC(=CC=C1)OC)C(C(C)(C)C)=O)CC(C(=O)O)(C)C (3-{3-[(4-chlorophenyl)carbonyl]-1-(2,2-dimethylpropanoyl)-7-[(6-methoxypyridin-2-yl)methoxy]indolizin-2-yl}-2,2-dimethylpropanoic Acid). Isolated yield 99.8%. As a reaction SMILES: [Cl:1][C:2]1[CH:7]=[CH:6][C:5]([C:8]([C:10]2[N:18]3[C:13]([CH:14]=[C:15]([O:19][CH2:20][C:21]4[CH:26]=[CH:25][CH:24]=[C:23]([O:27][CH3:28])[N:22]=4)[CH:16]=[CH:17]3)=[C:12]([C:29](=[O:34])[C:30]([CH3:33])([CH3:32])[CH3:31])[C:11]=2[CH2:35][C:36]([CH3:43])([CH3:42])[C:37]([O:39]CC)=[O:38])=[O:9])=[CH:4][CH:3]=1.CC(O)=O>C1COCC1.[OH-].[Na+]>[Cl:1][C:2]1[CH:3]=[CH:4][C:5]([C:8]([C:10]2[N:18]3[C:13]([CH:14]=[C:15]([O:19][CH2:20][C:21]4[CH:26]=[CH:25][CH:24]=[C:23]([O:27][CH3:28])[N:22]=4)[CH:16]=[CH:17]3)=[C:12]([C:29](=[O:34])[C:30]([CH3:32])([CH3:33])[CH3:31])[C:11]=2[CH2:35][C:36]([CH3:43])([CH3:42])[C:37]([OH:39])=[O:38])=[O:9])=[CH:6][CH:7]=1 |f:3.4|. Procedure: A solution of ethyl 3-{3-[(4-chlorophenyl)carbonyl]-1-(2,2-dimethylpropanoyl)-7-[(6-methoxypyridin-2-yl)methoxy]indolizin-2-yl}-2,2-dimethylpropanoate (20 mg, 0.033 mmol) in THF (2.0 mL) and 10M aqueous NaOH (1.5 mL) is heated at 45° C. for 1.5 h. The mixture is then acidified with HOAc, concentrated in vacuo, and partitioned between EtOAc and water. The organics are collected, dried with MgSO4, filtered, and concentrated in vacuo to give the title compound (19 mg, quant). The reactants are O=C([O-])[O-], CC(C)CBr, CS(C)=O, [I-], [K+], [K+], [Na+], O, CCOC(=O)C=Cc1ccc(O)cc1. Yields the product CCOC(=O)C=Cc1ccc(OCC(C)C)cc1. Reaction SMILES: [C:1](=[O:2])([O-:3])[O-:4].[CH2:23]([CH:24]([CH3:25])[CH3:26])[Br:27].[CH3:28][S:29](=[O:30])[CH3:31].[I-:8].[K+:5].[K+:6].[Na+:7].[OH2:32].[OH:9][c:10]1[cH:11][cH:12][c:13]([CH:14]=[CH:15][C:16](=[O:17])[O:18][CH2:19][CH3:20])[cH:21][cH:22]1>>[O:9]([c:10]1[cH:11][cH:12][c:13]([CH:14]=[CH:15][C:16](=[O:17])[O:18][CH2:19][CH3:20])[cH:21][cH:22]1)[CH2:23][CH:24]([CH3:25])[CH3:26]. The reactants are CN(C)C=O, CCO, ClC(Cl)Cl, COc1ccc(Cc2c(C)c3c(N)nc(N)nc3[nH]c2=O)cc1OC, O=S(Cl)Cl. Product: COc1ccc(Cc2cnc3nc(N)nc(N)c3c2C)cc1OC. As a reaction SMILES: [CH3:1][N:2]([CH3:3])[CH:4]=[O:5].[CH3:35][CH2:36][OH:37].[CH:38]([Cl:39])([Cl:40])[Cl:41].[NH2:10][c:11]1[n:12][c:13]([NH2:34])[c:14]2[c:15]([n:16]1)[nH:17][c:18](=[O:33])[c:19]([CH2:22][c:23]1[cH:24][c:25]([O:31][CH3:32])[c:26]([O:29][CH3:30])[cH:27][cH:28]1)[c:20]2[CH3:21].[S:6]([Cl:7])([Cl:8])=[O:9]>>[NH2:10][c:11]1[n:12][c:13]([NH2:34])[c:14]2[c:15]([n:16]1)[n:17][cH:18][c:19]([CH2:22][c:23]1[cH:24][c:25]([O:31][CH3:32])[c:26]([O:29][CH3:30])[cH:27][cH:28]1)[c:20]2[CH3:21].